This data is from the Open Reaction Database (ORD), a public repository of structured organic reaction records. The task is: describe an organic reaction: reactants, conditions, products, and yield Reactants: BrC1=CC=C2N=C(C=3N(C2=C1)C(NN3)=O)NC(C)C (8-bromo-4-isopropylamino-2H-[1,2,4]triazolo[4,3-a]quinoxalin-1-one), C1=CCCCC1 (cyclohexene), CO.CCO (MeOH EtOH). The reagents and catalysts are [Pd] (Pd/C). Run in C(Cl)(Cl)Cl (chloroform). Conditions: time 18 hour. The product is C(C)(C)NC=1C=2N(C3=CC=CC=C3N1)C(NN2)=O (4-Isopropylamino-2H-[1,2,4]triazolo[4,3-a]quinoxaline-1-one). As a reaction SMILES: Br[C:2]1[CH:11]=[C:10]2[C:5]([N:6]=[C:7]([NH:16][CH:17]([CH3:19])[CH3:18])[C:8]3[N:9]2[C:12](=[O:15])[NH:13][N:14]=3)=[CH:4][CH:3]=1.CO.CCO.C1CCCCC=1>C(Cl)(Cl)Cl.[Pd]>[CH:17]([NH:16][C:7]1[C:8]2[N:9]([C:12](=[O:15])[NH:13][N:14]=2)[C:10]2[C:5]([N:6]=1)=[CH:4][CH:3]=[CH:2][CH:11]=2)([CH3:19])[CH3:18] |f:1.2|. Procedure details: To a mixture of 40 mg of 8-bromo-4-isopropylamino-2H-[1,2,4]triazolo[4,3-a]quinoxalin-1-one and 40 mg of 10% Pd/C in a 1:1 mixture of MeOH/EtOH was added 81 mg of cyclohexene. This mixture was heated at reflux for 3.5 hrs. and then stirred at room temperature for 18 hrs. The reaction mixture was diluted with chloroform, filtered through a pad of diatomaceous earth, and concentrated. The residue was triturated with IPE to provide an orange solid. MS (M+H)+=244.0. The reactants are OCCCC(CP(C1=CC=CC=C1)(C1=CC=CC=C1)C1=CC=CC=C1)=O ((5-hydroxy-2-oxopentyl)triphenylphosphorane), C(Cl)Cl (methylene chloride). Run at temperature 50 celsius. The product is [Cl-].OCCCC(C[P+](C1=CC=CC=C1)(C1=CC=CC=C1)C1=CC=CC=C1)=O ((5-hydroxy-2-oxopentyl)triphenylphosphonium chloride). Reaction SMILES: [OH:1][CH2:2][CH2:3][CH2:4][C:5](=[O:26])[CH2:6][PH:7]([C:20]1[CH:25]=[CH:24][CH:23]=[CH:22][CH:21]=1)([C:14]1[CH:19]=[CH:18][CH:17]=[CH:16][CH:15]=1)[C:8]1[CH:13]=[CH:12][CH:11]=[CH:10][CH:9]=1.C(Cl)[Cl:28]>>[Cl-:28].[OH:1][CH2:2][CH2:3][CH2:4][C:5](=[O:26])[CH2:6][P+:7]([C:8]1[CH:13]=[CH:12][CH:11]=[CH:10][CH:9]=1)([C:14]1[CH:15]=[CH:16][CH:17]=[CH:18][CH:19]=1)[C:20]1[CH:25]=[CH:24][CH:23]=[CH:22][CH:21]=1 |f:2.3|. Procedure: 2.3 g of (5-hydroxy-2-oxopentyl)triphenylphosphorane was dissolved in methylene chloride and extracted 4 times with aqueous hydrochloric acid (pH 1 to 2) and the extracts were combined, sodium chloride added and then extracted with methylene chloride (4×50 ml). The organic extracts were combined, dried over sodium sulfate, and the solvent removed under nitrogen gas followed by heating to 50° C./0.5 mm Hg for 6 hours and crystallization from acetone to give 1.9 g of product, m.p. 143°-145° C. ide... Starting materials: CC#N, Cl, CC(C)(C)OC(=O)N1CCN(C(=O)OCc2ccccc2)CC1CO. Yields the product Cl, O=C(OCc1ccccc1)N1CCNC(CO)C1. Reaction SMILES: [CH3:27][C:28]#[N:29].[ClH:26].[OH:1][CH2:2][CH:3]1[N:4]([C:19]([O:20][C:21]([CH3:22])([CH3:23])[CH3:24])=[O:25])[CH2:5][CH2:6][N:7]([C:9](=[O:10])[O:11][CH2:12][c:13]2[cH:14][cH:15][cH:16][cH:17][cH:18]2)[CH2:8]1>>[ClH:26].[OH:1][CH2:2][CH:3]1[NH:4][CH2:5][CH2:6][N:7]([C:9](=[O:10])[O:11][CH2:12][c:13]2[cH:14][cH:15][cH:16][cH:17][cH:18]2)[CH2:8]1. Starting materials: O=C([O-])[O-], COC(=O)c1cc(Cl)nc(C2OCCCO2)c1, Cc1ccccc1, CCOCC, CCC(C)N, [Cs+], [Cs+], CC(=O)[O-], CC(=O)[O-], [Pd+2], c1ccc(P(c2ccccc2)c2ccc3ccccc3c2-c2c(P(c3ccccc3)c3ccccc3)ccc3ccccc23)cc1. The product is CCC(C)Nc1cc(C(=O)OC)cc(C2OCCCO2)n1. Reaction SMILES: [C:64](=[O:65])([O-:66])[O-:67].[CH3:1][O:2][C:3]([c:4]1[cH:5][c:6]([Cl:16])[n:7][c:8]([CH:10]2[O:11][CH2:12][CH2:13][CH2:14][O:15]2)[cH:9]1)=[O:17].[CH3:75][c:76]1[cH:77][cH:78][cH:79][cH:80][cH:81]1.[CH3:82][CH2:83][O:84][CH2:85][CH3:86].[CH:70]([CH3:71])([CH2:72][CH3:73])[NH2:74].[Cs+:68].[Cs+:69].[O-:88][C:89]([CH3:90])=[O:91].[O-:92][C:93]([CH3:94])=[O:95].[Pd+2:87].[c:18]1([P:19]([c:20]2[cH:21][cH:22][cH:23][cH:24][cH:25]2)[c:26]2[cH:27][cH:28][c:29]3[c:30]([cH:31][cH:32][cH:33][cH:34]3)[c:35]2-[c:36]2[c:37]3[c:38]([cH:39][cH:40][cH:41][cH:42]3)[cH:43][cH:44][c:45]2[P:46]([c:47]2[cH:48][cH:49][cH:50][cH:51][cH:52]2)[c:53]2[cH:54][cH:55][cH:56][cH:57][cH:58]2)[cH:59][cH:60][cH:61][cH:62][cH:63]1>>[CH3:1][O:2][C:3]([c:4]1[cH:5][c:6]([NH:74][CH:70]([CH3:71])[CH2:72][CH3:73])[n:7][c:8]([CH:10]2[O:11][CH2:12][CH2:13][CH2:14][O:15]2)[cH:9]1)=[O:17]. The reactants are CCOC(=O)CCc1ccc(OCc2ccc(OCC(C)C)c(Cn3nc(C)cc3C)c2)cc1F, CO, CCOC(C)=O, Cl, [Na+], C1CCOC1, [OH-]. Yields the product Cc1cc(C)n(Cc2cc(COc3ccc(CCC(=O)O)c(F)c3)ccc2OCC(C)C)n1. As a reaction SMILES: [CH3:1][c:2]1[n:3][n:4]([CH2:8][c:9]2[cH:10][c:11]([CH2:12][O:13][c:14]3[cH:15][c:16]([F:27])[c:17]([CH2:20][CH2:21][C:22](=[O:23])[O:24][CH2:25][CH3:26])[cH:18][cH:19]3)[cH:28][cH:29][c:30]2[O:31][CH2:32][CH:33]([CH3:34])[CH3:35])[c:5]([CH3:7])[cH:6]1.[CH3:39][OH:40].[CH3:46][CH2:47][O:48][C:49](=[O:50])[CH3:51].[ClH:38].[Na+:37].[O:41]1[CH2:42][CH2:43][CH2:44][CH2:45]1.[OH-:36]>>[CH3:1][c:2]1[n:3][n:4]([CH2:8][c:9]2[cH:10][c:11]([CH2:12][O:13][c:14]3[cH:15][c:16]([F:27])[c:17]([CH2:20][CH2:21][C:22](=[O:23])[OH:24])[cH:18][cH:19]3)[cH:28][cH:29][c:30]2[O:31][CH2:32][CH:33]([CH3:34])[CH3:35])[c:5]([CH3:7])[cH:6]1. The reactants are COCC(=O)NC1=CC=CC=C1 (2-methoxy-acetanilide), BrC1=NC=CC=C1 (2-bromopyridine). Yields the product COCC(=O)N(C1=CC=CC=C1)C1=NC=CC=C1 (2-methoxy-N-(2-pyridyl)acetanilide). The yield is 58.6%. RXN SMILES: [CH3:1][O:2][CH2:3][C:4]([NH:6][C:7]1[CH:12]=[CH:11][CH:10]=[CH:9][CH:8]=1)=[O:5].Br[C:14]1[CH:19]=[CH:18][CH:17]=[CH:16][N:15]=1>>[CH3:1][O:2][CH2:3][C:4]([N:6]([C:14]1[CH:19]=[CH:18][CH:17]=[CH:16][N:15]=1)[C:7]1[CH:12]=[CH:11][CH:10]=[CH:9][CH:8]=1)=[O:5]. Procedure: Using 2-methoxy-acetanilide (5.0 g) and 2-bromopyridine (9.5 g), a reaction was made in the same manner as in 1) of Production Example 14. The subsequent purification by silica gel column chromatography (developing solvent, ethyl acetate: hexane=1:1) produced 2-methoxy-N-(2-pyridyl)acetanilide (4.3 g, crude product) as a yellow oil. Reactants: O=C([O-])[O-], CC(C)=O, CCCI, [K+], [K+], Oc1ccc(I)cc1. Yields the product CCCOc1ccc(I)cc1. RXN SMILES: [C:13](=[O:14])([O-:15])[O-:16].[CH3:19][C:20](=[O:21])[CH3:22].[I:9][CH2:10][CH2:11][CH3:12].[K+:17].[K+:18].[OH:1][c:2]1[cH:3][cH:4][c:5]([I:6])[cH:7][cH:8]1>>[O:1]([c:2]1[cH:3][cH:4][c:5]([I:6])[cH:7][cH:8]1)[CH2:10][CH2:11][CH3:12]. Starting materials: [Si](C)(C)(C(C)(C)C)O[C@H]1C[C@@H](CC2=CC=C3[C@@H]4CC=C(C(C)(CC)O)[C@]4(CC[C@@H]3[C@@]12C)C)O[Si](C)(C)C(C)(C)C (1α,3β-Bis(tert-butyldimethylsilyloxy)-20-hydroxy-20-ethylpregna-5,7,16-triene), Br\C=C/CC(C)(C)O[Si](CC)(CC)CC (1-bromo-4-triethylsilyloxy-4-methyl-(2Z)-pentene), [H-].[Na+] (sodium hydride), C1COCCOCCOCCOCCO1 (15-crown-5). The solvent is O1CCCC1 (tetrahydrofuran). Product: [Si](C)(C)(C(C)(C)C)O[C@H]1C[C@@H](CC2=CC=C3[C@@H]4CC=C(C(C)(CC)O\C=C/CC(C)(C)O[Si](CC)(CC)CC)[C@]4(CC[C@@H]3[C@@]12C)C)O[Si](C)(C)C(C)(C)C (1α,3β-bis(tert-butyldimethylsilyloxy)-20-{4-triethylsilyloxy-4-methyl-(2Z)-pentenyloxy}-20-ethylpregna-5,7,16-triene). The yield is 98.0%. RXN SMILES: [Si:1]([O:8][C@@H:9]1[C@@:30]2([CH3:31])[C:13](=[CH:14][CH:15]=[C:16]3[C@@H:29]2[CH2:28][CH2:27][C@@:26]2([CH3:32])[C@H:17]3[CH2:18][CH:19]=[C:20]2[C:21]([OH:25])([CH2:23][CH3:24])[CH3:22])[CH2:12][C@@H:11]([O:33][Si:34]([C:37]([CH3:40])([CH3:39])[CH3:38])([CH3:36])[CH3:35])[CH2:10]1)([C:4]([CH3:7])([CH3:6])[CH3:5])([CH3:3])[CH3:2].Br/[CH:42]=[CH:43]\[CH2:44][C:45]([O:48][Si:49]([CH2:54][CH3:55])([CH2:52][CH3:53])[CH2:50][CH3:51])([CH3:47])[CH3:46].[H-].[Na+].C1OCCOCCOCCOCCOC1>O1CCCC1>[Si:1]([O:8][C@@H:9]1[C@@:30]2([CH3:31])[C:13](=[CH:14][CH:15]=[C:16]3[C@@H:29]2[CH2:28][CH2:27][C@@:26]2([CH3:32])[C@H:17]3[CH2:18][CH:19]=[C:20]2[C:21]([O:25]/[CH:42]=[CH:43]\[CH2:44][C:45]([O:48][Si:49]([CH2:50][CH3:51])([CH2:52][CH3:53])[CH2:54][CH3:55])([CH3:46])[CH3:47])([CH2:23][CH3:24])[CH3:22])[CH2:12][C@@H:11]([O:33][Si:34]([C:37]([CH3:39])([CH3:38])[CH3:40])([CH3:35])[CH3:36])[CH2:10]1)([C:4]([CH3:7])([CH3:6])[CH3:5])([CH3:3])[CH3:2] |f:2.3|. Reported procedure: 1α,3β-Bis(tert-butyldimethylsilyloxy)-20-hydroxy-20-ethylpregna-5,7,16-triene (103 mg, 0.180 mmol), 1-bromo-4-triethylsilyloxy-4-methyl-(2Z)-pentene (211 mg, 0.719 mol), sodium hydride (60% in oil, 43 mg, 1.08 mmol), 15-crown-5 (40 mg, 0.182 mmol) and tetrahydrofuran (3 ml) were subjected to reaction using a procedure similar to that of Example 5(1) (reflux under heating for 1 hour), worked up and purified by column chromatography (hexane:toluene=1:1) to give the titled compound (141 mg, 100%) a... Starting materials: COC(C1=CC=C(C(=C1)OC)OCCCCl)=O (4(3-chloro-propoxy)-5-methoxy -benzoic acid methyl ester), [N+](=O)(O)[O-] (nitric acid), ice water. The solvent is C(C)(=O)O (acetic acid). Run at temperature 50 celsius. Yields the product COC(C1=C(C=C(C(=C1)OC)OCCCCl)[N+](=O)[O-])=O (4-(3-Chloro-propoxy)-5-methoxy-2-nitro-benzoic acid methyl ester). As a reaction SMILES: [CH3:1][O:2][C:3](=[O:17])[C:4]1[CH:9]=[C:8]([O:10][CH3:11])[C:7]([O:12][CH2:13][CH2:14][CH2:15][Cl:16])=[CH:6][CH:5]=1.[N+:18]([O-])([OH:20])=[O:19]>C(O)(=O)C>[CH3:1][O:2][C:3](=[O:17])[C:4]1[CH:9]=[C:8]([O:10][CH3:11])[C:7]([O:12][CH2:13][CH2:14][CH2:15][Cl:16])=[CH:6][C:5]=1[N+:18]([O-:20])=[O:19]. Reported procedure: To a solution of 100 g (386.5 mmol) 4(3-chloro-propoxy)-5-methoxy -benzoic acid methyl ester in 300 ml acetic acid was added dropwise 100 ml of 70% nitric acid. The mixture was heated to 50° C. for 1 hr and then poured into ice water. The mixture was extracted with chloroform. The organic solution was washed with dilute sodium hydroxide and then dried over magnesium sulfate. The solvent was removed. Ether was added an the mixture was stirred until solid was deposited. The solid was collected by ... The reactants are [N+](=[N-])=C (diazomethane), C(C1=CC=CC=C1)=C1C(=C(C(N1)=O)N=O)O (5-benzylidene-4-hydroxy-3-nitroso-1,5-dihydro-pyrrol-2-one). The solvent is CO (methanol). Product: C(C1=CC=CC=C1)=C1C(=C(C(N1)=O)N=O)OC (5-benzylidene-4-methoxy-3-nitroso-1,5-dihydropyrrol-2-one). The yield is 90.0%. Reaction SMILES: [N+](=[CH2:3])=[N-].[CH:4](=[C:11]1[NH:15][C:14](=[O:16])[C:13]([N:17]=[O:18])=[C:12]1[OH:19])[C:5]1[CH:10]=[CH:9][CH:8]=[CH:7][CH:6]=1>CO>[CH:4](=[C:11]1[NH:15][C:14](=[O:16])[C:13]([N:17]=[O:18])=[C:12]1[O:19][CH3:3])[C:5]1[CH:6]=[CH:7][CH:8]=[CH:9][CH:10]=1. Procedure details: An excess of an ethereal diazomethane solution was added to a suspension of 5-benzylidene-4-hydroxy-3-nitroso-1,5-dihydro-pyrrol-2-one (prepared by the method of H. Poschenrieder et al (Arch. Pharm. Pharm. Med. Chem. 1998, vol. 331, pp. 389-394) and Stachel et al (J. Heterocycl. Chem. 1980, vol. 17, pp. 1195-1199 and Liebigs Ann. Chem. 1985, pp. 1692-1696)) in methanol. After the vigorous evolution of nitrogen has subsided, the reaction solution is concentrated in vacuo and the residue thus obta...